This data is from the Open Reaction Database (ORD), a public repository of structured organic reaction records. The task is: describe an organic reaction: reactants, conditions, products, and yield Starting materials: O (water), aqueous solution, [Na].CS (methyl mercaptan sodium salt), ClC=1C=CC(=C(C#N)C1)F (5-chloro-2-fluorobenzonitrile). Run in CS(=O)C (DMSO). Reaction conditions: time 2 hour. Yields the product ClC=1C=CC(=C(C#N)C1)SC (5-chloro-2-(methylsulfanyl)benzonitrile). As a reaction SMILES: [Na].[CH3:2][SH:3].[Cl:4][C:5]1[CH:6]=[CH:7][C:8](F)=[C:9]([CH:12]=1)[C:10]#[N:11].O>CS(C)=O>[Cl:4][C:5]1[CH:6]=[CH:7][C:8]([S:3][CH3:2])=[C:9]([CH:12]=1)[C:10]#[N:11] |f:0.1,^1:0|. Reported procedure: (Step 1) A 3 M aqueous solution of methyl mercaptan sodium salt (15 ml) was added to a solution of 5-chloro-2-fluorobenzonitrile (5.0 g) in DMSO (100 ml). The resulting mixture was stirred at room temperature for 2 hr. To the reaction mixture was added water (200 ml) and the resulting mixture was stirred at room temperature for 30 min. The precipitate was collected by filtration, washed with water, and dried to give 5-chloro-2-(methylsulfanyl)benzonitrile (4.6 g) as a white solid. Yields the product CCOC(=O)C(NO)C(=O)c1ccc(Br)cc1. As a reaction SMILES: [Br:1][c:2]1[cH:3][cH:4][c:5]([C:8]([CH2:9][C:10](=[O:11])[O:12][CH2:13][CH3:14])=[O:15])[cH:6][cH:7]1.[CH2:24]1[O:25][CH2:26][CH2:27][CH2:28]1.[CH3:16][C:17](=[O:18])[OH:19].[N:20](=[O:21])[O-:22].[Na+:23].[OH2:29]>>[Br:1][c:2]1[cH:3][cH:4][c:5]([C:8]([CH:9]([C:10](=[O:11])[O:12][CH2:13][CH3:14])[NH:20][OH:21])=[O:15])[cH:6][cH:7]1. The reactants are CCOC(=O)CC(=O)c1ccc(Br)cc1, C1CCOC1, CC(=O)O, O=N[O-], [Na+], O. The reactants are C(C1=CC=CC=C1)NC(CC(C)=O)=O (N-benzyl-3-oxobutanamide), C(C1=CC=CC=C1)NC(CC(C)=O)=O (N-benzyl-3-oxobutanamide), BrBr (bromine), O (water), O (Water), BrBr (bromine), C(=O)[O-].[K+] (potassium formate). The solvent is ClCCl (dichloromethane). Conditions: temperature 7.5 celsius, time 1.5 hour. Product: C(C1=CC=CC=C1)NC(CC(CO)=O)=O (N-benzyl-4-hydroxy-3-oxobutanamide). The yield is 38.7%. Reaction SMILES: [CH2:1]([NH:8][C:9](=[O:14])[CH2:10][C:11](=[O:13])[CH3:12])[C:2]1[CH:7]=[CH:6][CH:5]=[CH:4][CH:3]=1.BrBr.O.C([O-])=[O:19].[K+]>ClCCl>[CH2:1]([NH:8][C:9](=[O:14])[CH2:10][C:11](=[O:13])[CH2:12][OH:19])[C:2]1[CH:7]=[CH:6][CH:5]=[CH:4][CH:3]=1 |f:3.4|. Reported procedure: To a solution of N-benzyl-3-oxobutanamide (compound A 50 g, 261 mmol) in dichloromethane (350 ml) was added bromine (14.82 ml, 288 mmol) at 0-5° C., then stirred at 20-25° C. for 3 hours (bromine colour disappeared). Water (300 ml) was added to the mixture with stirring, stirred for 10 min. Organic phase was separated, washed with sodium bicarbonate solution, dried, evaporated to dryness (compound B). The solid residue (compound B) dissolved in methanol (900 ml), added potassium formate (44.0 g,... Reactants: C(C1=CC=CC=C1)OC(=O)N1[C@@H](CC1)COC=1C=C(C=NC1)C=1C=C(CNC(OC(C)(C)C)=O)C=CC1 (tert-butyl [3-[5-[[1-(benzyloxycarbonyl)-2(S)-azetidinyl]methoxy]-3-pyridyl]benzyl]carbamate). The reagents and catalysts are [Pd] (Pd/C). Run in CO (MeOH). Yields the product N1[C@@H](CC1)COC=1C=C(C=NC1)C=1C=C(CNC(OC(C)(C)C)=O)C=CC1 (tert-Butyl [-3-[5-[(2(S)-Azetidinyl)methoxy]-3-pyridyl]benzyl]carbamate). As a reaction SMILES: C(OC([N:11]1[CH2:14][CH2:13][C@H:12]1[CH2:15][O:16][C:17]1[CH:18]=[C:19]([C:23]2[CH:24]=[C:25]([CH:35]=[CH:36][CH:37]=2)[CH2:26][NH:27][C:28](=[O:34])[O:29][C:30]([CH3:33])([CH3:32])[CH3:31])[CH:20]=[N:21][CH:22]=1)=O)C1C=CC=CC=1>CO.[Pd]>[NH:11]1[CH2:14][CH2:13][C@H:12]1[CH2:15][O:16][C:17]1[CH:18]=[C:19]([C:23]2[CH:24]=[C:25]([CH:35]=[CH:36][CH:37]=2)[CH2:26][NH:27][C:28](=[O:34])[O:29][C:30]([CH3:33])([CH3:31])[CH3:32])[CH:20]=[N:21][CH:22]=1. Reported procedure: In a 100 mL round-bottom flask with magnetic stirrer and H2 balloon, tert-butyl [3-[5-[[1-(benzyloxycarbonyl)-2(S)-azetidinyl]methoxy]-3-pyridyl]benzyl]carbamate (91.2 mg, 181 μmol) in MeOH (3 mL) was stirred with 10% Pd/C (19 mg; Alfa Aesar #38305, water content 50%) at room temperature for 2.5 h. H2 was replaced with Ar, and the catalyst was filtered off over a cotton plug and rinsed with MeOH (1.5 mL). The solution was evaporated and dried (35° C., oil pump vacuum) to yield the free azetidine... Starting materials: CN1CCOCC1 (4-methylmorpholine), C=1C=CC2=C(C1)N=NN2O (HOBT), N1=CC=C(C=C1)CC(=O)O (4-pyridylacetic acid), ClC=1C=CC2=C(CCC=3C(=NC=CC3)C2N2CCNCC2)C1 (8-CHLORO-11-(1PIPERAZINYL)-6,11-DIHYDRO-5H-BENZO[5,6]CYCLOHEPTA[1,2-b]PYRIDINE). Run in CN(C)C=O (DMF), C(Cl)Cl (CH2Cl2). Conditions: time 22 hour. Yields the product ClC=1C=CC2=C(CCC=3C(=NC=CC3)C2N2CCN(CC2)C(CC2=CC=NC=C2)=O)C1 (8-CHLORO-5,6-DIHYDRO-11H-BENZO[5,6]CYCLO-HEPTA[1,2-b]PYRIDIN-11-YL-4-(4-PYRIDYLACETYL)-PIPERAZINE). As a reaction SMILES: [Cl:1][C:2]1[CH:3]=[CH:4][C:5]2[CH:15]([N:16]3[CH2:21][CH2:20][NH:19][CH2:18][CH2:17]3)[C:10]3=[N:11][CH:12]=[CH:13][CH:14]=[C:9]3[CH2:8][CH2:7][C:6]=2[CH:22]=1.CN1CCOCC1.C1C=CC2N(O)N=NC=2C=1.[N:40]1[CH:45]=[CH:44][C:43]([CH2:46][C:47](O)=[O:48])=[CH:42][CH:41]=1>CN(C=O)C.C(Cl)Cl>[Cl:1][C:2]1[CH:3]=[CH:4][C:5]2[CH:15]([N:16]3[CH2:17][CH2:18][N:19]([C:47](=[O:48])[CH2:46][C:43]4[CH:44]=[CH:45][N:40]=[CH:41][CH:42]=4)[CH2:20][CH2:21]3)[C:10]3=[N:11][CH:12]=[CH:13][CH:14]=[C:9]3[CH2:8][CH2:7][C:6]=2[CH:22]=1. Reported procedure: To a mixture of 8.5 g (27.2 m mole) of 8-chloro-11-(1-piperazinyl)-6,11-dihydro-5H-benzo[5,6]cyclohepta[1,2-b]pyridine (Preparative Example 7) in 256 mL of anhydrous DMF at room temperature and under an argon atmosphere was added 2.98 g (27.2 m mole of 4-methylmorpholine, 7.81 g (27.2 m mole) of DEC, 3.68 g (27.2 m mole) of HOBT, and 3.72 g (27.2 m mole) of 4-pyridylacetic acid. The mixture was stirred at room temperature for 22 hours. The mixture was poured into 3300 mL of CH2Cl2 and washed wit...